From a dataset of the Open Reaction Database (ORD), a public repository of structured organic reaction records. describe an organic reaction: reactants, conditions, products, and yield The reactants are Cc1cc(C#N)ccc1Br, C1COCCN1, CN(C)C=O, [F-], [K+]. The product is Cc1cc(C#N)ccc1N1CCOCC1. As a reaction SMILES: [Br:1][c:2]1[c:3]([CH3:10])[cH:4][c:5]([C:6]#[N:7])[cH:8][cH:9]1.[CH2:13]1[CH2:14][O:15][CH2:16][CH2:17][NH:18]1.[CH3:19][N:20]([CH3:21])[CH:22]=[O:23].[F-:11].[K+:12]>>[c:2]1([N:18]2[CH2:13][CH2:14][O:15][CH2:16][CH2:17]2)[c:3]([CH3:10])[cH:4][c:5]([C:6]#[N:7])[cH:8][cH:9]1. The product is O=C(Nc1cccnc1)N1CCN(c2nc(-c3cccc(Cl)c3)cs2)CC1. Reactants: CS(C)=O, CCN(C(C)C)C(C)C, Clc1cccc(-c2csc(N3CCNCC3)n2)c1, O, O=C(Nc1cccnc1)OCC(Cl)(Cl)Cl. Reaction SMILES: [CH3:44][S:45](=[O:46])[CH3:47].[CH:34]([N:35]([CH:36]([CH3:37])[CH3:38])[CH2:39][CH3:40])([CH3:41])[CH3:42].[Cl:16][c:17]1[cH:18][c:19](-[c:23]2[n:24][c:25]([N:28]3[CH2:29][CH2:30][NH:31][CH2:32][CH2:33]3)[s:26][cH:27]2)[cH:20][cH:21][cH:22]1.[OH2:43].[n:1]1[cH:2][c:3]([NH:7][C:8]([O:9][CH2:10][C:11]([Cl:12])([Cl:13])[Cl:14])=[O:15])[cH:4][cH:5][cH:6]1>>[n:1]1[cH:2][c:3]([NH:7][C:8](=[O:15])[N:31]2[CH2:30][CH2:29][N:28]([c:25]3[n:24][c:23](-[c:19]4[cH:18][c:17]([Cl:16])[cH:22][cH:21][cH:20]4)[cH:27][s:26]3)[CH2:33][CH2:32]2)[cH:4][cH:5][cH:6]1. The reactants are C(=O)([O-])[O-].[Na+].[Na+] (Na2CO3), C(C)(C)(C)C1=CC=C(C=C1)CC(CCl)C (3-(4-tert.-butylphenyl)-2-methyl-propyl chloride), OC1CCNCC1 (4-hydroxypiperidine). Run in CN(C=O)C (dimethylformamide). Run at temperature 150 celsius. Yields the product C(C)(C)(C)C1=CC=C(C=C1)CC(CN1CCC(CC1)O)C (N-[3-(4-tert.-butylphenyl)-2-methyl-propyl]-4-hydroxypiperidine). The yield is 72.0%. RXN SMILES: C([O-])([O-])=O.[Na+].[Na+].[C:7]([C:11]1[CH:16]=[CH:15][C:14]([CH2:17][CH:18]([CH3:21])[CH2:19]Cl)=[CH:13][CH:12]=1)([CH3:10])([CH3:9])[CH3:8].[OH:22][CH:23]1[CH2:28][CH2:27][NH:26][CH2:25][CH2:24]1>CN(C)C=O>[C:7]([C:11]1[CH:16]=[CH:15][C:14]([CH2:17][CH:18]([CH3:21])[CH2:19][N:26]2[CH2:27][CH2:28][CH:23]([OH:22])[CH2:24][CH2:25]2)=[CH:13][CH:12]=1)([CH3:10])([CH3:9])[CH3:8] |f:0.1.2|. Procedure: 106 g of Na2CO3 are added to a solution of 112 g of 3-(4-tert.-butylphenyl)-2-methyl-propyl chloride and 50 g of 4-hydroxypiperidine in 1 liter of dimethylformamide (DMF). The batch is heated at 150° C. for 15 hours and then concentrated, and the residue is taken up in CH2Cl2. The CH2CL2 phase is washed with water, dried over Na2SO4 and concentrated. Distillation of the crude product gives 103 g of N-[3-(4-tert.-butylphenyl)-2-methyl-propyl]-4-hydroxypiperidine [A] as a pale yellowish oil. Boili... The reactants are CC=1C=C(N)C=C(C1)B1OC(C(O1)(C)C)(C)C (3-methyl-5-(4,4,5,5-tetramethyl-1,3,2-dioxaborolan-2-yl)aniline), BrC1=CN=C(S1)C1(CCC(CC1)C(=O)OC(C)(C)C)O (tert-butyl 4-(5-bromo-1,3-thiazol-2-yl)-4-hydroxycyclohexane-carboxylate), C1(CCCCC1)P(C1=C(C=CC=C1)C1=C(C=C(C=C1C(C)C)C(C)C)C(C)C)C1CCCCC1 (dicyclohexyl[2′,4′,6′-tri(propan-2-yl)biphenyl-2-yl]phosphane), C([O-])([O-])=O.[Cs+].[Cs+] (cesium carbonate). The reagents and catalysts are C=1C=CC(=CC1)/C=C/C(=O)/C=C/C2=CC=CC=C2.C=1C=CC(=CC1)/C=C/C(=O)/C=C/C2=CC=CC=C2.C=1C=CC(=CC1)/C=C/C(=O)/C=C/C2=CC=CC=C2.[Pd].[Pd] (Pd2(dba)3). The solvent is O (water), O1CCOCC1 (dioxane). Run at temperature 100 celsius. Product: NC=1C=C(C=C(C1)C)C1=CN=C(S1)C1(CCC(CC1)C(=O)OC(C)(C)C)O (tert-butyl 4-[5-(3-amino-5-methylphenyl)-1,3-thiazol-2-yl]-4-hydroxycyclohexanecarboxylate). Reaction SMILES: [CH3:1][C:2]1[CH:3]=[C:4]([CH:6]=[C:7](B2OC(C)(C)C(C)(C)O2)[CH:8]=1)[NH2:5].Br[C:19]1[S:23][C:22]([C:24]2([OH:37])[CH2:29][CH2:28][CH:27]([C:30]([O:32][C:33]([CH3:36])([CH3:35])[CH3:34])=[O:31])[CH2:26][CH2:25]2)=[N:21][CH:20]=1.C1(P(C2CCCCC2)C2C=CC=CC=2C2C(C(C)C)=CC(C(C)C)=CC=2C(C)C)CCCCC1.C(=O)([O-])[O-].[Cs+].[Cs+]>C1C=CC(/C=C/C(/C=C/C2C=CC=CC=2)=O)=CC=1.C1C=CC(/C=C/C(/C=C/C2C=CC=CC=2)=O)=CC=1.C1C=CC(/C=C/C(/C=C/C2C=CC=CC=2)=O)=CC=1.[Pd].[Pd].O.O1CCOCC1>[NH2:5][C:4]1[CH:6]=[C:7]([C:19]2[S:23][C:22]([C:24]3([OH:37])[CH2:29][CH2:28][CH:27]([C:30]([O:32][C:33]([CH3:36])([CH3:35])[CH3:34])=[O:31])[CH2:26][CH2:25]3)=[N:21][CH:20]=2)[CH:8]=[C:2]([CH3:1])[CH:3]=1 |f:3.4.5,6.7.8.9.10|. Procedure: To a flask containing 3-methyl-5-(4,4,5,5-tetramethyl-1,3,2-dioxaborolan-2-yl)aniline (1.6 g, 6.96 mmol), the product of Step 2 (2.52 g, 6.96 mmol), dicyclohexyl[2′,4′,6′-tri(propan-2-yl)biphenyl-2-yl]phosphane (0.33 g, 0.70 mmol), Pd2(dba)3 (0.32 g, 0.35 mmol), cesium carbonate (6.80 g, 20.9 mmol) was added a degassed mixture of dioxane (23 mL) and water (2.3 mL). The solution was evacuated and then purged with argon 5 times and then heated at 100° C. overnight. The reaction was then cooled to ... The reactants are [Br-], COC(=O)c1ccc(C[P+](c2ccccc2)(c2ccccc2)c2ccccc2)c(Br)c1, COC(=O)c1ccc(C=O)cc1. Product: COC(=O)c1ccc(C=Cc2ccc(C(=O)OC)cc2Br)cc1. Reaction SMILES: [Br-:1].[Br:2][c:3]1[c:4]([CH2:5][P+:6]([c:7]2[cH:8][cH:9][cH:10][cH:11][cH:12]2)([c:13]2[cH:14][cH:15][cH:16][cH:17][cH:18]2)[c:19]2[cH:20][cH:21][cH:22][cH:23][cH:24]2)[cH:25][cH:26][c:27]([C:29](=[O:30])[O:31][CH3:32])[cH:28]1.[CH:33](=[O:34])[c:35]1[cH:36][cH:37][c:38]([C:39](=[O:40])[O:41][CH3:42])[cH:43][cH:44]1>>[Br:2][c:3]1[c:4]([CH:5]=[CH:33][c:35]2[cH:36][cH:37][c:38]([C:39](=[O:40])[O:41][CH3:42])[cH:43][cH:44]2)[cH:25][cH:26][c:27]([C:29](=[O:30])[O:31][CH3:32])[cH:28]1.